Dataset: the Open Reaction Database (ORD), a public repository of structured organic reaction records. Task: describe an organic reaction: reactants, conditions, products, and yield Starting materials: [BH3-]C#N, Cc1ccc(S(=O)(=O)O)cc1, CO, ClC(Cl)Cl, ClCCl, O=CCc1ccc(-c2nc3ccc(C4(c5ccccc5)CC4)nc3s2)c(F)c1, NCc1ccccc1, [Na+]. Product: Fc1cc(CCNCc2ccccc2)ccc1-c1nc2ccc(C3(c4ccccc4)CC3)nc2s1. RXN SMILES: [C:48]([BH3-:49])#[N:50].[CH3:37][c:38]1[cH:39][cH:40][c:41]([S:42]([OH:43])(=[O:44])=[O:45])[cH:46][cH:47]1.[CH3:59][OH:60].[CH:52]([Cl:53])([Cl:54])[Cl:55].[Cl:56][CH2:57][Cl:58].[F:1][c:2]1[cH:3][c:4]([CH2:26][CH:27]=[O:28])[cH:5][cH:6][c:7]1-[c:8]1[s:9][c:10]2[n:11][c:12]([C:17]3([c:20]4[cH:21][cH:22][cH:23][cH:24][cH:25]4)[CH2:18][CH2:19]3)[cH:13][cH:14][c:15]2[n:16]1.[NH2:29][CH2:30][c:31]1[cH:32][cH:33][cH:34][cH:35][cH:36]1.[Na+:51]>>[F:1][c:2]1[cH:3][c:4]([CH2:26][CH2:27][NH:29][CH2:30][c:31]2[cH:32][cH:33][cH:34][cH:35][cH:36]2)[cH:5][cH:6][c:7]1-[c:8]1[s:9][c:10]2[n:11][c:12]([C:17]3([c:20]4[cH:21][cH:22][cH:23][cH:24][cH:25]4)[CH2:18][CH2:19]3)[cH:13][cH:14][c:15]2[n:16]1. Reactants: CO.C(Cl)(Cl)Cl (methanol chloroform), C(C=C)OC1=C(C=CC(=C1)C#N)NC(=NC#N)NC1=C(C=CC=C1)Br (N-(2-Allyloxy-4-cyanophenyl)-N′-(2-bromophenyl)-N″-cyanoguanidine), [BH4-].[Na+] (sodium borohydride), tetrakistriphenylphosphine palladium[0]. The solvent is C1CCOC1 (THF). The product is OC1=C(C=CC(=C1)C#N)NC(=NC#N)NC1=C(C=CC=C1)Br (N-(2-Hydroxy-4-cyanophenyl)-N′-(2-bromophenyl)-N″-cyanoguanidine). Isolated yield 71.9%. Reaction SMILES: C([O:4][C:5]1[CH:10]=[C:9]([C:11]#[N:12])[CH:8]=[CH:7][C:6]=1[NH:13][C:14]([NH:18][C:19]1[CH:24]=[CH:23][CH:22]=[CH:21][C:20]=1[Br:25])=[N:15][C:16]#[N:17])C=C.[BH4-].[Na+].CO.C(Cl)(Cl)Cl>C1COCC1>[OH:4][C:5]1[CH:10]=[C:9]([C:11]#[N:12])[CH:8]=[CH:7][C:6]=1[NH:13][C:14]([NH:18][C:19]1[CH:24]=[CH:23][CH:22]=[CH:21][C:20]=1[Br:25])=[N:15][C:16]#[N:17] |f:1.2,3.4|. Procedure details: To a mixture of N-(2-Allyloxy-4-cyanophenyl)-N′-(2-bromophenyl)-N″-cyanoguanidine (100 mg, 0.25 mmol) and sodium borohydride (20 mg, 0.52 mmol) in THF (3 ml) was added at rt tetrakistriphenylphosphine palladium[0] (21 mg, 7 mol %). The reaction was stirred at rt until tlc showed no starting material present. The mixture was partitioned between ethyl acetate and 0.5 M sodium dihydrogen phosphate. After drying over MgSO4 filtration and evaporation under reduced pressure afforded a crude tan solid ...